Dataset: the Open Reaction Database (ORD), a public repository of structured organic reaction records. Task: describe an organic reaction: reactants, conditions, products, and yield Starting materials: [Al+3], CCOC(=O)c1cc(SC)c(Cc2ccccc2)c(S(N)(=O)=O)c1, CCOC(C)=O, CCOCC, Cl, [H-], [H-], [H-], [H-], [Li+], O. The product is CSc1cc(CO)cc(S(N)(=O)=O)c1Cc1ccccc1. Reaction SMILES: [Al+3:2].[CH2:7]([c:8]1[cH:9][cH:10][cH:11][cH:12][cH:13]1)[c:14]1[c:15]([S:29][CH3:30])[cH:16][c:17]([C:18](=[O:19])[O:20][CH2:21][CH3:22])[cH:23][c:24]1[S:25]([NH2:26])(=[O:27])=[O:28].[CH3:31][CH2:32][O:33][C:34](=[O:35])[CH3:36].[CH3:38][CH2:39][O:40][CH2:41][CH3:42].[ClH:37].[H-:1].[H-:4].[H-:5].[H-:6].[Li+:3].[OH2:43]>>[CH2:7]([c:8]1[cH:9][cH:10][cH:11][cH:12][cH:13]1)[c:14]1[c:15]([S:29][CH3:30])[cH:16][c:17]([CH2:18][OH:19])[cH:23][c:24]1[S:25]([NH2:26])(=[O:27])=[O:28]. Reactants: CC=CC(c1ccc(-c2ccc(F)cc2)cc1)C(NC(=O)OC(C)(C)C)C(=O)O, ClCCCl, ClCCl, Cl, FC1CCNC1, On1nnc2ccccc21. Yields the product CC=CC(c1ccc(-c2ccc(F)cc2)cc1)C(NC(=O)OC(C)(C)C)C(=O)N1CCC(F)C1. As a reaction SMILES: [C:1]([CH3:2])([CH3:3])([CH3:4])[O:5][C:6](=[O:7])[NH:8][CH:9]([C:10](=[O:11])[OH:12])[CH:13]([CH:14]=[CH:15][CH3:16])[c:17]1[cH:18][cH:19][c:20](-[c:23]2[cH:24][cH:25][c:26]([F:29])[cH:27][cH:28]2)[cH:21][cH:22]1.[CH2:30]([Cl:31])[CH2:32][Cl:33].[Cl:51][CH2:52][Cl:53].[ClH:44].[F:45][CH:46]1[CH2:47][NH:48][CH2:49][CH2:50]1.[OH:34][n:35]1[c:36]2[c:37]([cH:38][cH:39][cH:40][cH:41]2)[n:42][n:43]1>>[C:1]([CH3:2])([CH3:3])([CH3:4])[O:5][C:6](=[O:7])[NH:8][CH:9]([C:10](=[O:12])[N:48]1[CH2:47][CH:46]([F:45])[CH2:50][CH2:49]1)[CH:13]([CH:14]=[CH:15][CH3:16])[c:17]1[cH:18][cH:19][c:20](-[c:23]2[cH:24][cH:25][c:26]([F:29])[cH:27][cH:28]2)[cH:21][cH:22]1. The reactants are C1(=CC=C(C=C1)S(=O)(=O)OC[C@H]1N(C[C@@H](C1)O)C(=O)OCC1=CC=C(C=C1)OC)C ((2S,4R)-1-p-methoxybenzyloxycarbonyl-4-hydroxypyrrolidine-2-methanol p-toluenesulfonate), C1(C=2C(C(N1)=O)=CC=CC2)=O.[K] (potassium phthalimide). Solvent: C(C)(=O)OCC (ethyl acetate), CN(C=O)C (dimethylformamide). Conditions: temperature 80 celsius, time 4 hour. The product is COC1=CC=C(COC(=O)N2[C@@H](C[C@H](C2)O)CN2C(C=3C(C2=O)=CC=CC3)=O)C=C1 ((2S,4R)-1-p-methoxybenzyloxycarbonyl-4-hydroxy-2-phthalimidomethylpyrrolidine). Yield: 80.0%. RXN SMILES: C1(C)C=CC(S(O[CH2:11][C@@H:12]2[CH2:16][C@@H:15]([OH:17])[CH2:14][N:13]2[C:18]([O:20][CH2:21][C:22]2[CH:27]=[CH:26][C:25]([O:28][CH3:29])=[CH:24][CH:23]=2)=[O:19])(=O)=O)=CC=1.[C:31]1(=[O:41])[NH:35][C:34](=[O:36])[C:33]2=[CH:37][CH:38]=[CH:39][CH:40]=[C:32]12.[K]>CN(C)C=O.C(OCC)(=O)C>[CH3:29][O:28][C:25]1[CH:24]=[CH:23][C:22]([CH2:21][O:20][C:18]([N:13]2[CH2:14][C@H:15]([OH:17])[CH2:16][C@H:12]2[CH2:11][N:35]2[C:34](=[O:36])[C:33]3=[CH:37][CH:38]=[CH:39][CH:40]=[C:32]3[C:31]2=[O:41])=[O:19])=[CH:27][CH:26]=1 |f:1.2,^1:41|. Procedure: To a solution of (2S,4R)-1-p-methoxybenzyloxycarbonyl-4-hydroxypyrrolidine-2-methanol p-toluenesulfonate (24 g: 55.1 mmole) in dimethylformamide (200 ml), potassium phthalimide (15.3 g) is added. The mixture is stirred at 80° C. for 4 hours. The reaction mixture is diluted with ethyl acetate, successively washed with water and brine, dried over magnesium sulfate, and concentrated in vacuo. The residue is purified by silica gel column chromatography (toluene:ethyl acetate=1:2) to give (2S,4R)-1-p...